From a dataset of the Open Reaction Database (ORD), a public repository of structured organic reaction records. describe an organic reaction: reactants, conditions, products, and yield Reactants: C(C(=O)O)(=O)O.CN(CCCN1N=C2C(CCCC2C1C1=CC=CC=C1)=CC1=CC=CC=C1)C (3,3a,4,5,6,7-Hexahydro-N,N-dimethyl-3-phenyl-7-(phenylmethylene)-2H-indazole-2-propanamine, oxalate salt), C(=O)([O-])[O-].[K+].[K+] (K2CO3), CCl (methyl chloride). The solvent is CC#N (MeCN). Reaction conditions: time 1 day. Yields the product CN(CCCN1N=C2C(CCCC2C1C1=CC=CC=C1)=CC1=CC=CC=C1)C (3,3a,4,5,6,7-hexahydro-N,N-dimethyl-3-phenyl-7-(phenylmethylene)-2H-indazole-2-propanamine). Reaction SMILES: C(O)(=O)C(O)=O.[CH3:7][N:8]([CH3:34])[CH2:9][CH2:10][CH2:11][N:12]1[CH:20]([C:21]2[CH:26]=[CH:25][CH:24]=[CH:23][CH:22]=2)[CH:19]2[C:14]([C:15](=[CH:27][C:28]3[CH:33]=[CH:32][CH:31]=[CH:30][CH:29]=3)[CH2:16][CH2:17][CH2:18]2)=[N:13]1.C([O-])([O-])=O.[K+].[K+].CCl>CC#N>[CH3:34][N:8]([CH3:7])[CH2:9][CH2:10][CH2:11][N:12]1[CH:20]([C:21]2[CH:26]=[CH:25][CH:24]=[CH:23][CH:22]=2)[CH:19]2[C:14]([C:15](=[CH:27][C:28]3[CH:33]=[CH:32][CH:31]=[CH:30][CH:29]=3)[CH2:16][CH2:17][CH2:18]2)=[N:13]1 |f:0.1,2.3.4|. Reported procedure: The oxalate salt of example 1 is basified by treatment with K2CO3. A solution of the base in MeCN is cooled and treated with methyl chloride. The solution is allowed to stand for one day and the solvent is evaporated to give 3,3a,4,5,6,7-hexahydro-N,N-dimethyl-3-phenyl-7-(phenylmethylene)-2H-indazole-2-propanamine, methochloride. The reactants are [OH-].[Na+] (sodiumhydroxide), 3, C(C)N1C=C(C2=CC=CC=C12)C (N-ethyl-3-methylindole), [O-]CC (ethoxide), C(C)I (ethyliodide), base. Solvent: CN(C=O)C (dimethylformamide), C(C)OCC (ethylether), CN(C=O)C (dimethylformamide), O (water). Run at temperature 40 celsius, time 60 minute. Yields the product C(C)N1C=C(C2=CC(=CC=C12)C=O)C (N-ethyl-3-methylindole-5-carboxaldehyde). Isolated yield 50.0%. RXN SMILES: [O-:1][CH2:2][CH3:3].C(I)C.[CH2:7]([N:9]1[C:17]2[C:12](=[CH:13]C=[CH:15][CH:16]=2)[C:11]([CH3:18])=[CH:10]1)[CH3:8].[OH-].[Na+]>CN(C)C=O.O.C(OCC)C>[CH2:7]([N:9]1[C:17]2[C:12](=[CH:13][C:3]([CH:2]=[O:1])=[CH:15][CH:16]=2)[C:11]([CH3:18])=[CH:10]1)[CH3:8] |f:3.4|. Procedure: Into a 2000 milliliter 3 neck flask equipped with a magnetic stirring bar, a thermometer and a nitrogen inlet tube are introduced 400 milliliters anhydrous dimethylformamide, 220 milliliters anhydrous ethylether and 29.36 grams (0.22 moles) 3-methylindolyl (available from Aldrich Chemical Company). After the contents of this flask are thoroughly combined, about 64.84 grams (0.26 moles) thallous ethoxide are added to the solution, and the flask thereafter heated to 40° C with stirring for about 6...